Dataset: the Open Reaction Database (ORD), a public repository of structured organic reaction records. Task: describe an organic reaction: reactants, conditions, products, and yield Reactants: [Na+], [OH-], O=CN(CCCSCCO)CCCSCCO. The product is OCCSCCCNCCCSCCO. RXN SMILES: [Na+:19].[OH-:18].[OH:1][CH2:2][CH2:3][S:4][CH2:5][CH2:6][CH2:7][N:8]([CH:9]=[O:10])[CH2:11][CH2:12][CH2:13][S:14][CH2:15][CH2:16][OH:17]>>[OH:1][CH2:2][CH2:3][S:4][CH2:5][CH2:6][CH2:7][NH:8][CH2:11][CH2:12][CH2:13][S:14][CH2:15][CH2:16][OH:17]. Starting materials: [Cl-].[NH4+] (ammonium chloride), CN(C1(CCC2(OCCO2)CC1)C#N)C (8-dimethylamino-1,4-dioxa-spiro[4.5]decane-8-carbonitrile), C1OC2=CC=[C-]C=C2O1.[Mg+2].[Br-] (3,4-(methylenedioxy)phenylmagnesium bromide), C1(=CC=CC=C1)C.C1CCOC1 (toluene THF), C[Si](Cl)(C)C (trimethylchlorosilane). The solvent is O (water), C1CCOC1 (THF), CC(=O)CC (ethyl methyl ketone). Run at time 20 hour. Yields the product Cl.O1COC2=C1C=CC(=C2)C2(CCC1(OCCO1)CC2)N(C)C ((8-benzo[1,3]dioxol-5-yl-1,4-dioxa-spiro[4.5]dec-8-yl)-dimethylamine Hydrochloride). RXN SMILES: [CH2:1]1[O:9][C:8]2[C:3](=[CH:4][CH:5]=[C-:6][CH:7]=2)[O:2]1.[Mg+2].[Br-].C1(C)C=CC=CC=1.C1COCC1.[CH3:24][N:25]([CH3:38])[C:26]1(C#N)[CH2:35][CH2:34][C:29]2([O:33][CH2:32][CH2:31][O:30]2)[CH2:28][CH2:27]1.[Cl-].[NH4+].C[Si](C)(C)[Cl:43]>C1COCC1.CC(CC)=O.O>[ClH:43].[O:2]1[C:3]2[CH:4]=[CH:5][C:6]([C:26]3([N:25]([CH3:38])[CH3:24])[CH2:35][CH2:34][C:29]4([O:33][CH2:32][CH2:31][O:30]4)[CH2:28][CH2:27]3)=[CH:7][C:8]=2[O:9][CH2:1]1 |f:0.1.2,3.4,6.7,12.13|. Procedure: 1M 3,4-(methylenedioxy)phenylmagnesium bromide solution in toluene/THF (1:1) (62.5 ml, 62.5 mmole) was added dropwise at 5°-10° C. within 15 minutes under argon and while cooling with ice to a solution of 8-dimethylamino-1,4-dioxa-spiro[4.5]decane-8-carbonitrile (5.25 g, 25 mmole) in absolute THF (75 ml) and then stirred at RT for 20 hours. The reaction mixture was worked up by adding 20% ammonium chloride solution (20 ml) and water (25 ml) while cooling with ice and the mixture was extracted wi... Reactants: C1CC(=O)N(C1=O)I (NIS), CC=1N=C(NC1)C1(COC1)C (4-methyl-2-(3-methyloxetan-3-yl)-1H-imidazole), CC=1N=C(NC1)C1(COC1)C (4-methyl-2-(3-methyloxetan-3-yl)-1H-imidazole). Solvent: C(C)#N (acetonitrile). Reaction conditions: time 1 hour. Product: IC1=C(N=C(N1)C1(COC1)C)C (5-Iodo-4-methyl-2-(3-methyloxetan-3-yl)-1H-imidazole). Yield: 93.2%. Reaction SMILES: C1C(=O)N([I:8])C(=O)C1.[CH3:9][C:10]1[N:11]=[C:12]([C:15]2([CH3:19])[CH2:18][O:17][CH2:16]2)[NH:13][CH:14]=1>C(#N)C>[I:8][C:14]1[NH:13][C:12]([C:15]2([CH3:19])[CH2:16][O:17][CH2:18]2)=[N:11][C:10]=1[CH3:9]. Procedure details: NIS (2.61 g, 11.58 mmol) was added portion-wise to a solution of 4-methyl-2-(3-methyloxetan-3-yl)-1H-imidazole (compound 175.1, 1.76 g, 11.58 mmol) in acetonitrile (60 mL). The mixture was stirred at room temperature for 1 hour, then was partitioned between EtOAc (300 mL) and water (80 mL). The organic layer was washed with saturated sodium thiosulfate (50 mL), brine (50 mL), dried (MgSO4) and concentrated under reduced pressure to give the title compound as a light yellow solid (3.0 g, 93%). m/... The reactants are C(C)(C)(C)OC(NCC1=C(C=CC(=C1)NC#N)N1N=CC=C1)=O (N-(5-cyanoamino-2-(pyrazol-1-yl)phenylmethyl)carbamic acid tert-butyl ester), Cl.C(C)O (HCl ethanol). Conditions: time 29 hour. Product: Cl.Cl.NCC=1C=C(C=CC1N1N=CC=C1)NC(OCC)=N (N-(3-aminomethyl-4-(pyrazol-1-yl)phenyl)-O-ethylisourea dihydrochloride). Yield: 61.0%. RXN SMILES: C(OC(=O)[NH:7][CH2:8][C:9]1[CH:14]=[C:13]([NH:15][C:16]#[N:17])[CH:12]=[CH:11][C:10]=1[N:18]1[CH:22]=[CH:21][CH:20]=[N:19]1)(C)(C)C.[ClH:24].[CH2:25]([OH:27])[CH3:26]>>[ClH:24].[ClH:24].[NH2:7][CH2:8][C:9]1[CH:14]=[C:13]([NH:15][C:16](=[NH:17])[O:27][CH2:25][CH3:26])[CH:12]=[CH:11][C:10]=1[N:18]1[CH:22]=[CH:21][CH:20]=[N:19]1 |f:1.2,3.4.5|. Reported procedure: A mixture of the compound (243 mg) obtained in Example 4a and saturated HCl-ethanol (10 ml) was stirred at room temperature for 29 hours. The reaction mixture was concentrated at reduced pressure and the resulting residue was recrystallized from ethanol-ethyl acetate to give the titled compound (yield, 61%). The reactants are N(=O)OC(C)(C)C (t-butyl nitrite), Cl (hydrogen chloride), FC1=CC=C(C=C1)C(CC1=NC(=NC=C1)SC)=O (1-(4-fluorophenyl)-2-(2-(methylthio)pyrimidin-4-yl)ethanone), FC1=CC=C(C=C1)C(CC1=NC(=NC=C1)SC)=O (1-(4-fluorophenyl)-2-(2-(methylthio)pyrimidin-4-yl)ethanone). Solvent: C(CC)O (n-propanol), C(C)O (ethanol). Reaction conditions: time 2 hour. Yields the product title compound, FC1=CC=C(C=C1)C(\C(\C1=NC(=NC=C1)SC)=N/O)=O ((Z)-1-(4-fluorophenyl)-2-(hydroxyimino)-2-(2-(methylthio)pyrimidin-4-yl)ethanone). As a reaction SMILES: [F:1][C:2]1[CH:7]=[CH:6][C:5]([C:8](=[O:18])[CH2:9][C:10]2[CH:15]=[CH:14][N:13]=[C:12]([S:16][CH3:17])[N:11]=2)=[CH:4][CH:3]=1.[N:19](OC(C)(C)C)=[O:20].Cl>C(O)C.C(O)CC>[F:1][C:2]1[CH:7]=[CH:6][C:5]([C:8](=[O:18])/[C:9](=[N:19]\[OH:20])/[C:10]2[CH:15]=[CH:14][N:13]=[C:12]([S:16][CH3:17])[N:11]=2)=[CH:4][CH:3]=1. Reported procedure: To a suspension of 1-(4-fluorophenyl)-2-(2-(methylthio)pyrimidin-4-yl)ethanone, 73 (1.0 g) in ethanol (20 mL) at −10° C., under an atmosphere of nitrogen, is added dropwise t-butyl nitrite (0.5 mL) followed by hydrogen chloride in n-propanol (2.5 to 3 N, 0.6 mL) while maintaining the temperature below −5° C. Once the addition is complete, the solution is allowed to warm to room temperature with stirring and after 2 h the solvent is evaporated and the residue partitioned between saturated aqueous... The reactants are CN1CC2=C(NC=3C=CC(=CC23)C)CC12CC2 (2′,8′-dimethyl-1′,2′,4′,5′-tetrahydrospiro[cyclopropane-1,3′-pyrido[4,3-b]indole]), FC(C1=NC=C(C=C1)C=C)(F)F (2-(trifluoromethyl)-5-vinylpyridine), [OH-].[K+] (KOH). The solvent is CN1CCCC1=O (NMP). The product is CN1CC2=C(N(C=3C=CC(=CC23)C)CCC=2C=NC(=CC2)C(F)(F)F)CC12CC2 (2′,8′-dimethyl-5′-(2-(6-(trifluoromethyl)pyridin-3-yl)ethyl)-1′,2′,4′,5′-tetrahydrospiro[cyclopropane-1,3′-pyrido[4,3-b]indole]). RXN SMILES: [CH3:1][N:2]1[C:15]2([CH2:17][CH2:16]2)[CH2:14][C:5]2[NH:6][C:7]3[CH:8]=[CH:9][C:10]([CH3:13])=[CH:11][C:12]=3[C:4]=2[CH2:3]1.[F:18][C:19]([F:29])([F:28])[C:20]1[CH:25]=[CH:24][C:23]([CH:26]=[CH2:27])=[CH:22][N:21]=1.[OH-].[K+]>CN1C(=O)CCC1>[CH3:1][N:2]1[C:15]2([CH2:17][CH2:16]2)[CH2:14][C:5]2[N:6]([CH2:27][CH2:26][C:23]3[CH:22]=[N:21][C:20]([C:19]([F:29])([F:18])[F:28])=[CH:25][CH:24]=3)[C:7]3[CH:8]=[CH:9][C:10]([CH3:13])=[CH:11][C:12]=3[C:4]=2[CH2:3]1 |f:2.3|. Procedure details: The title compound is prepared from a mixture of 2′,8′-dimethyl-1′,2′,4′,5′-tetrahydrospiro[cyclopropane-1,3′-pyrido[4,3-b]indole], 2-(trifluoromethyl)-5-vinylpyridine and KOH (5-7 equiv) in NMP at a temperature ranging between 25 deg C. to 100 deg C. The product obtained is isolated by preparative HPLC.